From a dataset of the Open Reaction Database (ORD), a public repository of structured organic reaction records. describe an organic reaction: reactants, conditions, products, and yield The reactants are C=CCC(CN(C)C(=O)c1cc(Br)cc(C(F)(F)F)c1)c1ccc(F)cc1, C[N+]1([O-])CCOCC1, CC(C)=O, [Na+], O=[Os](=O)(=O)=O, O, O=S([O-])O. Product: CN(CC(CC=O)c1ccc(F)cc1)C(=O)c1cc(Br)cc(C(F)(F)F)c1. As a reaction SMILES: [Br:1][c:2]1[cH:3][c:4]([C:5](=[O:6])[N:7]([CH3:8])[CH2:9][CH:10]([CH2:11][CH:12]=[CH2:13])[c:14]2[cH:15][cH:16][c:17]([F:20])[cH:18][cH:19]2)[cH:21][c:22]([C:24]([F:25])([F:26])[F:27])[cH:23]1.[CH3:28][N+:29]1([O-:30])[CH2:31][CH2:33][O:32][CH2:34][CH2:35]1.[CH3:41][C:42](=[O:43])[CH3:44].[Na+:40].[O:46]=[Os:47](=[O:48])(=[O:49])=[O:50].[OH2:45].[S:36](=[O:37])([OH:38])[O-:39]>>[Br:1][c:2]1[cH:3][c:4]([C:5](=[O:6])[N:7]([CH3:8])[CH2:9][CH:10]([CH2:11][CH:12]=[O:32])[c:14]2[cH:15][cH:16][c:17]([F:20])[cH:18][cH:19]2)[cH:21][c:22]([C:24]([F:25])([F:26])[F:27])[cH:23]1. Reactants: CC(C)(C)OC(=O)N1CCCC1C(N)=O, C1CCOC1, COc1ccc(P2(=S)SP(=S)(c3ccc(OC)cc3)S2)cc1. Product: CC(C)(C)OC(=O)N1CCCC1C(N)=S. RXN SMILES: [C:1]([NH2:2])(=[O:3])[CH:4]1[N:5]([C:9](=[O:10])[O:11][C:12]([CH3:13])([CH3:14])[CH3:15])[CH2:6][CH2:7][CH2:8]1.[CH2:38]1[O:39][CH2:40][CH2:41][CH2:42]1.[CH3:16][O:17][c:18]1[cH:19][cH:20][c:21]([P:22]2(=[S:25])[S:23][P:24]([c:26]3[cH:27][cH:28][c:29]([O:30][CH3:31])[cH:32][cH:33]3)(=[S:34])[S:35]2)[cH:36][cH:37]1>>[C:1]([NH2:2])([CH:4]1[N:5]([C:9](=[O:10])[O:11][C:12]([CH3:13])([CH3:14])[CH3:15])[CH2:6][CH2:7][CH2:8]1)=[S:25]. The reactants are COc1ccc2c(c1)CCC1NCCCC21, O=C(O)c1ccc2[nH]cnc2c1. The product is COc1ccc2c(c1)CCC1C2CCCN1C(=O)c1ccc2[nH]cnc2c1. RXN SMILES: [CH3:13][O:14][c:15]1[cH:16][c:17]2[c:18]([cH:27][cH:28]1)[CH:19]1[CH2:20][CH2:21][CH2:22][NH:23][CH:24]1[CH2:25][CH2:26]2.[nH:1]1[cH:2][n:3][c:4]2[c:5]1[cH:6][cH:7][c:8]([C:10](=[O:11])[OH:12])[cH:9]2>>[nH:1]1[cH:2][n:3][c:4]2[c:5]1[cH:6][cH:7][c:8]([C:10](=[O:12])[N:23]1[CH2:22][CH2:21][CH2:20][CH:19]3[c:18]4[c:17]([cH:16][c:15]([O:14][CH3:13])[cH:28][cH:27]4)[CH2:26][CH2:25][CH:24]31)[cH:9]2. Starting materials: NC1=CC=C(C(=O)O)C=C1 (p-aminobenzoic acid), CS(=O)(OCCOCCBr)=S (1-(5-bromo-3-oxapentyl) methanethiosulfonate), [Cl-].[Cs+] (CsCl). The product is CS(=O)(OCCOCCOC(=O)C1=CC=C(C=C1)N)=S (7-(4-aminophenyl)-7-oxo-3,6-dioxaheptyl methanethiosulfonate). Isolated yield 14.7%. RXN SMILES: [NH2:1][C:2]1[CH:10]=[CH:9][C:5]([C:6]([OH:8])=[O:7])=[CH:4][CH:3]=1.[CH3:11][S:12](=[S:21])([O:14][CH2:15][CH2:16][O:17][CH2:18][CH2:19]Br)=[O:13].[Cl-].[Cs+]>>[CH3:11][S:12](=[S:21])([O:14][CH2:15][CH2:16][O:17][CH2:18][CH2:19][O:7][C:6]([C:5]1[CH:9]=[CH:10][C:2]([NH2:1])=[CH:3][CH:4]=1)=[O:8])=[O:13] |f:2.3|. Procedure: In a manner analogous to that above, the reaction of p-aminobenzoic acid (671 mg; 4.90 mmol), 1-(5-bromo-3-oxapentyl) methanethiosulfonate (1.29 g, 4.9 mmol) and CsCl (1.63 g, 5 mmol) yielded 7-(4-aminophenyl)-7-oxo-3,6-dioxaheptyl methanethiosulfonate (230 mg). 1H NMR (500 MHz, (CD3)2SO) δ 7.62 (d, J=8.7 Hz, 2H), 6.55 (d, J=8.7 Hz, 2H), 5.95 (s, br., 2H), 4.27 (t, J=4.7 Hz, 2H), 3.77 (t, J=6.0 Hz, 2H), 3.73 (t, J=4.7 Hz, 2H), 3.50 (s, 3H), 3.39 (t, J=6.0 Hz, 2H).